Dataset: the Open Reaction Database (ORD), a public repository of structured organic reaction records. Task: describe an organic reaction: reactants, conditions, products, and yield Starting materials: [Cl-].[Li+] (lithium chloride), BrC=1C=C2C=CN=CC2=CC1 (6-bromoisoquinoline), C(CCC)[Sn](C1=CN=C(S1)NC(C)=O)(CCCC)CCCC (N-(5-(tributylstannyl)thiazol-2-yl)acetamide), CN(C)C=O (DMF). Reagents/catalysts: C=1C=CC(=CC1)[P](C=2C=CC=CC2)(C=3C=CC=CC3)[Pd]([P](C=4C=CC=CC4)(C=5C=CC=CC5)C=6C=CC=CC6)([P](C=7C=CC=CC7)(C=8C=CC=CC8)C=9C=CC=CC9)[P](C=1C=CC=CC1)(C=1C=CC=CC1)C=1C=CC=CC1 (Pd(PPh3)4). Run in CCOC(=O)C (EtOAc), O (water). Conditions: temperature 100 celsius. The product is C1=NC=CC2=CC(=CC=C12)C1=CN=C(S1)NC(C)=O (N-(5-(isoquinolin-6-yl)thiazol-2-yl)acetamide). The yield is 93.1%. RXN SMILES: [Cl-].[Li+].Br[C:4]1[CH:5]=[C:6]2[C:11](=[CH:12][CH:13]=1)[CH:10]=[N:9][CH:8]=[CH:7]2.C([Sn](CCCC)(CCCC)[C:19]1[S:23][C:22]([NH:24][C:25](=[O:27])[CH3:26])=[N:21][CH:20]=1)CCC.CN(C=O)C>CCOC(C)=O.O.C1C=CC([P]([Pd]([P](C2C=CC=CC=2)(C2C=CC=CC=2)C2C=CC=CC=2)([P](C2C=CC=CC=2)(C2C=CC=CC=2)C2C=CC=CC=2)[P](C2C=CC=CC=2)(C2C=CC=CC=2)C2C=CC=CC=2)(C2C=CC=CC=2)C2C=CC=CC=2)=CC=1>[CH:10]1[C:11]2[C:6](=[CH:5][C:4]([C:19]3[S:23][C:22]([NH:24][C:25](=[O:27])[CH3:26])=[N:21][CH:20]=3)=[CH:13][CH:12]=2)[CH:7]=[CH:8][N:9]=1 |f:0.1,^1:51,53,72,91|. Procedure details: To a mixture of lithium chloride (0.295 g, 6.94 mmol) (flame-dried), 6-bromoisoquinoline (0.1805 g, 0.868 mmol), and Pd(PPh3)4 (0.0501 g, 0.0434 mmol) in a microwave reaction vessel, was added a solution of N-(5-(tributylstannyl)thiazol-2-yl)acetamide (0.561 g, 1.30 mmol) in DMF (2.00 mL, 0.868 mmol). The mixture was sealed and heated at 100° C. (oil bath) overnight. After cooling, the mixture (solidified) was diluted with EtOAc and water (2 mL each) and sonicated for 10 minutes. The resulting m... RXN SMILES: [C:1]([CH3:2])([CH3:3])([CH3:4])[O:5][C:6](=[O:7])[NH:8][CH:9]([C:10](=[O:11])[OH:12])[CH:13]([CH3:14])[OH:15].[F:16][c:17]1[c:18]([N+:24](=[O:25])[O-:26])[c:19]([F:23])[cH:20][cH:21][cH:22]1>>[C:1]([CH3:2])([CH3:3])([CH3:4])[O:5][C:6](=[O:7])[NH:8][CH:9]([C:10](=[O:11])[OH:12])[CH:13]([CH3:14])[O:15][c:19]1[c:18]([N+:24](=[O:25])[O-:26])[c:17]([F:16])[cH:22][cH:21][cH:20]1. Product: CC(Oc1cccc(F)c1[N+](=O)[O-])C(NC(=O)OC(C)(C)C)C(=O)O. The reactants are CC(O)C(NC(=O)OC(C)(C)C)C(=O)O, O=[N+]([O-])c1c(F)cccc1F.